From a dataset of the Open Reaction Database (ORD), a public repository of structured organic reaction records. describe an organic reaction: reactants, conditions, products, and yield Reactants: BrC1=CN=C2N1C=CN=C2OC (3-bromo-8-methoxyimidazo[1,2-a]pyrazine), C(O)([O-])=O.[Na+] (sodium hydrogencarbonate). Run in Br (hydrogen bromide), O (water). Reaction conditions: temperature 80 celsius. Product: BrC1=CN=C2N1C=CNC2=O (3-bromo-7H-imidazo[1,2-a]pyrazin-8-one). Reaction SMILES: [Br:1][C:2]1[N:6]2[CH:7]=[CH:8][N:9]=[C:10]([O:11]C)[C:5]2=[N:4][CH:3]=1.C(=O)([O-])O.[Na+]>Br.O>[Br:1][C:2]1[N:6]2[CH:7]=[CH:8][NH:9][C:10](=[O:11])[C:5]2=[N:4][CH:3]=1 |f:1.2|. Reported procedure: A suspension of 3-bromo-8-methoxyimidazo[1,2-a]pyrazine (1.6 g, 7 mmol) in hydrogen bromide (30 wt % in acetic acid, 15 ml) was heated at 80° C. for 90 min. The reaction was cooled, diluted with water (75 ml) then neutralised with solid sodium hydrogencarbonate. The resulting solid was collected by filtration, washed with water then dried under vacuum to afford 3-bromo-7H-imidazo[1,2-a]pyrazin-8-one as a white powder: δH (360 MHz, DMSO) 6.99 (1H, d, J 5.6), 7.29 (1H, d, J 5.6), 7.62 (1H, s). Thi...